This data is from the Open Reaction Database (ORD), a public repository of structured organic reaction records. The task is: describe an organic reaction: reactants, conditions, products, and yield Reactants: CCOC(=O)C1CCN(C(=O)COc2cc3c(=O)c(Cc4cccnc4)cn4c5ccc(Br)cc5c(c2)c34)CC1, CCO, [Na+], [OH-]. The product is O=C(O)C1CCN(C(=O)COc2cc3c(=O)c(Cc4cccnc4)cn4c5ccc(Br)cc5c(c2)c34)CC1. Reaction SMILES: [Br:1][c:2]1[cH:3][cH:4][c:5]2[n:6]3[c:7]4[c:8]([cH:9][c:10]([O:15][CH2:16][C:17](=[O:18])[N:19]5[CH2:20][CH2:21][CH:22]([C:25](=[O:26])[O:27][CH2:28][CH3:29])[CH2:23][CH2:24]5)[cH:11][c:12]4[c:13]2[cH:14]1)[c:30](=[O:40])[c:31]([CH2:33][c:34]1[cH:35][n:36][cH:37][cH:38][cH:39]1)[cH:32]3.[CH3:43][CH2:44][OH:45].[Na+:42].[OH-:41]>>[Br:1][c:2]1[cH:3][cH:4][c:5]2[n:6]3[c:7]4[c:8]([cH:9][c:10]([O:15][CH2:16][C:17](=[O:18])[N:19]5[CH2:20][CH2:21][CH:22]([C:25](=[O:26])[OH:27])[CH2:23][CH2:24]5)[cH:11][c:12]4[c:13]2[cH:14]1)[c:30](=[O:40])[c:31]([CH2:33][c:34]1[cH:35][n:36][cH:37][cH:38][cH:39]1)[cH:32]3. Starting materials: COc1ccccc1N1CCNCC1, CCO, COc1cc2oc(=O)c(CCCl)c(C)c2cc1OC(C)C, Cl. The product is COc1cc2oc(=O)c(CCN3CCN(c4ccccc4OC)CC3)c(C)c2cc1OC(C)C. Reaction SMILES: [CH3:23][O:24][c:25]1[c:26]([N:31]2[CH2:32][CH2:33][NH:34][CH2:35][CH2:36]2)[cH:27][cH:28][cH:29][cH:30]1.[CH3:37][CH2:38][OH:39].[Cl:1][CH2:2][CH2:3][c:4]1[c:5](=[O:21])[o:6][c:7]2[c:8]([c:9]1[CH3:10])[cH:11][c:12]([O:17][CH:18]([CH3:19])[CH3:20])[c:13]([O:15][CH3:16])[cH:14]2.[ClH:22]>>[CH2:2]([CH2:3][c:4]1[c:5](=[O:21])[o:6][c:7]2[c:8]([c:9]1[CH3:10])[cH:11][c:12]([O:17][CH:18]([CH3:19])[CH3:20])[c:13]([O:15][CH3:16])[cH:14]2)[N:34]1[CH2:33][CH2:32][N:31]([c:26]2[c:25]([O:24][CH3:23])[cH:30][cH:29][cH:28][cH:27]2)[CH2:36][CH2:35]1. Starting materials: CC(=O)O, [BH3-]C#N, CO, N#Cc1ccc(C=O)cc1, CC(C)(C)OC(=O)C1CNC1, [Na+]. The product is CC(C)(C)OC(=O)C1CN(Cc2ccc(C#N)cc2)C1. RXN SMILES: [C:1]([OH:2])(=[O:3])[CH3:4].[C:26]([BH3-:27])#[N:28].[CH3:30][OH:31].[CH:16](=[O:17])[c:18]1[cH:19][cH:20][c:21]([C:22]#[N:23])[cH:24][cH:25]1.[NH:5]1[CH2:6][CH:7]([C:9](=[O:10])[O:11][C:12]([CH3:13])([CH3:14])[CH3:15])[CH2:8]1.[Na+:29]>>[N:5]1([CH2:16][c:18]2[cH:19][cH:20][c:21]([C:22]#[N:23])[cH:24][cH:25]2)[CH2:6][CH:7]([C:9](=[O:10])[O:11][C:12]([CH3:13])([CH3:14])[CH3:15])[CH2:8]1.